This data is from the Open Reaction Database (ORD), a public repository of structured organic reaction records. The task is: describe an organic reaction: reactants, conditions, products, and yield Starting materials: C(C)(C)C1=CC=C(C=C1)N(C(=O)C1CCCC2=CC=C(C=C12)OC)CC=1C=NNC1 (N-(4-isopropylphenyl)-7-methoxy-N-[(pyrazol-4-yl)methyl]-1,2,3,4-tetrahydronaphthalene-1-carboxamide), C(CC)I (propyl iodide). Yields the product C(C)(C)C1=CC=C(C=C1)N(C(=O)C1CCCC2=CC=C(C=C12)OC)CC=1C=NN(C1)CCC (N-(4-isopropylphenyl)-N-[(1-propylpyrazol-4-yl)methyl]-7-methoxy-1,2,3,4-tetrahydronaphthalene-1-carboxamide). As a reaction SMILES: [CH:1]([C:4]1[CH:9]=[CH:8][C:7]([N:10]([CH2:25][C:26]2[CH:27]=[N:28][NH:29][CH:30]=2)[C:11]([CH:13]2[C:22]3[C:17](=[CH:18][CH:19]=[C:20]([O:23][CH3:24])[CH:21]=3)[CH2:16][CH2:15][CH2:14]2)=[O:12])=[CH:6][CH:5]=1)([CH3:3])[CH3:2].[CH2:31](I)[CH2:32][CH3:33]>>[CH:1]([C:4]1[CH:5]=[CH:6][C:7]([N:10]([CH2:25][C:26]2[CH:27]=[N:28][N:29]([CH2:31][CH2:32][CH3:33])[CH:30]=2)[C:11]([CH:13]2[C:22]3[C:17](=[CH:18][CH:19]=[C:20]([O:23][CH3:24])[CH:21]=3)[CH2:16][CH2:15][CH2:14]2)=[O:12])=[CH:8][CH:9]=1)([CH3:3])[CH3:2]. Reported procedure: By the reaction and treatment in the same manner as in Example 83 using N-(4-isopropylphenyl)-7-methoxy-N-[(pyrazol-4-yl)methyl]-1,2,3,4-tetrahydronaphthalene-1-carboxamide (0.44 g) and propyl iodide (0.01 mL) as starting materials, N-(4-isopropylphenyl)-N-[(1-propylpyrazol-4-yl)methyl]-7-methoxy-1,2,3,4-tetrahydronaphthalene-1-carboxamide (0.31 g) was obtained. The reactants are CCOC(C)=O, O=C(Cc1ccc(Cl)nc1)Nc1ccc(-c2cccc(F)c2)cn1, CC(=O)N1CCNCC1. The product is CC(=O)N1CCN(c2ccc(CC(=O)Nc3ccc(-c4cccc(F)c4)cn3)cn2)CC1. Reaction SMILES: [CH3:34][CH2:35][O:36][C:37]([CH3:38])=[O:39].[Cl:1][c:2]1[cH:3][cH:4][c:5]([CH2:8][C:9](=[O:10])[NH:11][c:12]2[n:13][cH:14][c:15](-[c:18]3[cH:19][c:20]([F:24])[cH:21][cH:22][cH:23]3)[cH:16][cH:17]2)[cH:6][n:7]1.[N:25]1([C:31]([CH3:32])=[O:33])[CH2:26][CH2:27][NH:28][CH2:29][CH2:30]1>>[c:2]1([N:28]2[CH2:27][CH2:26][N:25]([C:31]([CH3:32])=[O:33])[CH2:30][CH2:29]2)[cH:3][cH:4][c:5]([CH2:8][C:9](=[O:10])[NH:11][c:12]2[n:13][cH:14][c:15](-[c:18]3[cH:19][c:20]([F:24])[cH:21][cH:22][cH:23]3)[cH:16][cH:17]2)[cH:6][n:7]1. The reactants are C12CCC(CC1)N2C(C(C)(C)C=2C=C1C(=C(NC1=CC2)C2=CC(=CC(=C2)C)C)CCNCCCCC=2C=NC=CC2)=O (1-(7-azabicyclo[2.2.1]hept-7-yl)-2-[2-(3,5-dimethylphenyl)-3-[2-[4-(pyridin-3-yl)butylamino]ethyl]-1H-indol-5-yl]-2-methylpropan-1-one), Cl (hydrochloric acid). Solvent: CO (methanol). The product is Cl.Cl.C12CCC(CC1)N2C(C(C)(C)C=2C=C1C(=C(NC1=CC2)C2=CC(=CC(=C2)C)C)CCNCCCCC=2C=NC=CC2)=O (1-(7-azabicyclo[2.2.1]hept-7-yl)-2-[2-(3,5-dimethylphenyl)-3-[2-[4-(pyridin-3-yl)butylamino]ethyl]-1H-indol-5-yl]-2-methylpropan-1-one dihydrochloride). As a reaction SMILES: [CH:1]12[N:7]([C:8](=[O:42])[C:9]([C:12]3[CH:13]=[C:14]4[C:18](=[CH:19][CH:20]=3)[NH:17][C:16]([C:21]3[CH:26]=[C:25]([CH3:27])[CH:24]=[C:23]([CH3:28])[CH:22]=3)=[C:15]4[CH2:29][CH2:30][NH:31][CH2:32][CH2:33][CH2:34][CH2:35][C:36]3[CH:37]=[N:38][CH:39]=[CH:40][CH:41]=3)([CH3:11])[CH3:10])[CH:4]([CH2:5][CH2:6]1)[CH2:3][CH2:2]2.[ClH:43]>CO>[ClH:43].[ClH:43].[CH:4]12[N:7]([C:8](=[O:42])[C:9]([C:12]3[CH:13]=[C:14]4[C:18](=[CH:19][CH:20]=3)[NH:17][C:16]([C:21]3[CH:22]=[C:23]([CH3:28])[CH:24]=[C:25]([CH3:27])[CH:26]=3)=[C:15]4[CH2:29][CH2:30][NH:31][CH2:32][CH2:33][CH2:34][CH2:35][C:36]3[CH:37]=[N:38][CH:39]=[CH:40][CH:41]=3)([CH3:11])[CH3:10])[CH:1]([CH2:2][CH2:3]1)[CH2:6][CH2:5]2 |f:3.4.5|. Procedure details: A solution of 42.8 mg (0.0760 mmol) of 1-(7-azabicyclo[2.2.1]hept-7-yl)-2-[2-(3,5-dimethylphenyl)-3-[2-[4-(pyridin-3-yl)butylamino]ethyl]-1H-indol-5-yl]-2-methylpropan-1-one in 1.5 mL of methanol was treated with 0.152 mL (0.304 mmol) of 2 N hydrochloric acid. The solution was agitated and allowed to stand briefly before being filtered. The filtrate was evaporated to dryness under nitrogen, and the residue was triturated with diethyl ether. The resulting solid was collected on a filter, washed w...